describe an organic reaction: reactants, conditions, products, and yield From a dataset of the Open Reaction Database (ORD), a public repository of structured organic reaction records. Reactants: OC1=CC(CC1)=O (3-hydroxy-cyclopent-2-enone), C(C1=CC=CC=C1)=O (benzaldehyde), N1C=C(C2=CC=CC=C12)CCNC(C)=O (N-[2-(1H-indol-3-yl)-ethyl]-acetamide). The product is OC1=C(C(CC1)=O)C(C=1NC2=CC=CC=C2C1CCNC(C)=O)C1=CC=CC=C1 (N-(2-{2-[(2-Hydroxy-5-oxo-cyclopent-1-enyl)-phenyl-methyl]-1H-indol-3-yl}-ethyl)-acetamide). RXN SMILES: [OH:1][C:2]1[CH2:6][CH2:5][C:4](=[O:7])[CH:3]=1.[CH:8](=O)[C:9]1[CH:14]=[CH:13][CH:12]=[CH:11][CH:10]=1.[NH:16]1[C:24]2[C:19](=[CH:20][CH:21]=[CH:22][CH:23]=2)[C:18]([CH2:25][CH2:26][NH:27][C:28](=[O:30])[CH3:29])=[CH:17]1>>[OH:7][C:4]1[CH2:5][CH2:6][C:2](=[O:1])[C:3]=1[CH:8]([C:9]1[CH:14]=[CH:13][CH:12]=[CH:11][CH:10]=1)[C:17]1[NH:16][C:24]2[C:19]([C:18]=1[CH2:25][CH2:26][NH:27][C:28](=[O:30])[CH3:29])=[CH:20][CH:21]=[CH:22][CH:23]=2. Reported procedure: Using general procedure C, 3-hydroxy-cyclopent-2-enone (Lit. 16) was reacted with benzaldehyde and N-[2-(1H-indol-3-yl)-ethyl]-acetamide to give the title compound as a pink solid. MS: 387.4 ([M−H]−). Run in O (water), O1CCCC1 (tetrahydrofuran), O (water), O1CCCC1 (THF). Reactants: [OH-].[Li+] (lithium hydroxide), C(C(C)C)N(S(=O)(=O)C1=CC=C(C=C1)CC(C(=O)OCC)(C)C)C1=C(C=CC(=C1)C(F)(F)F)C (ethyl 3-(4-(N-isobutyl-N-(2-methyl-5-(trifluoromethyl)phenyl)sulfamoyl)phenyl)-2,2-dimethylpropanoate), [OH-].[Li+] (lithium hydroxide), Cl (HCl). Reaction SMILES: [CH2:1]([N:5]([C:24]1[CH:29]=[C:28]([C:30]([F:33])([F:32])[F:31])[CH:27]=[CH:26][C:25]=1[CH3:34])[S:6]([C:9]1[CH:14]=[CH:13][C:12]([CH2:15][C:16]([CH3:23])([CH3:22])[C:17]([O:19]CC)=[O:18])=[CH:11][CH:10]=1)(=[O:8])=[O:7])[CH:2]([CH3:4])[CH3:3].[OH-].[Li+].Cl>O1CCCC1.O>[CH2:1]([N:5]([C:24]1[CH:29]=[C:28]([C:30]([F:33])([F:31])[F:32])[CH:27]=[CH:26][C:25]=1[CH3:34])[S:6]([C:9]1[CH:10]=[CH:11][C:12]([CH2:15][C:16]([CH3:22])([CH3:23])[C:17]([OH:19])=[O:18])=[CH:13][CH:14]=1)(=[O:7])=[O:8])[CH:2]([CH3:3])[CH3:4] |f:1.2|. The product is C(C(C)C)N(S(=O)(=O)C1=CC=C(C=C1)CC(C(=O)O)(C)C)C1=C(C=CC(=C1)C(F)(F)F)C (3-(4-(N-isobutyl-N-(2-methyl-5-(trifluoromethyl)phenyl)sulfamoyl)phenyl)-2,2-dimethylpropanoic acid). Procedure: To a stirred solution of ethyl 3-(4-(N-isobutyl-N-(2-methyl-5-(trifluoromethyl)phenyl)sulfamoyl)phenyl)-2,2-dimethylpropanoate (15 mg, 0.030 mmol) in tetrahydrofuran (THF) (1.5 mL), at room temperature, was added a solution of lithium hydroxide (approximately 0.719 mg, 0.030 mmol—tip of spatula used) in water (1.5 mL). The reaction mixture was stirred at 20° C. for 4 hours and then stood overnight. The mixture was evaporated in vacuo, then partitioned between water (2 mL) and ethyl acetate (2×5 ... Conditions: temperature 20 celsius, time 4 hour. The reactants are tricyclic ring, N1(CCCCCC1)C1CCCCCC1 (1-azabicycloheptyl), N1(CCCCCCC1)C1CCCCCCC1 (1-azabicyclooctyl). The product is bicyclic ring, C1(NCCCCC1)C1CCCCCC1 (2-azabicycloheptyl). Reaction SMILES: N1(C2CCCCCC2)CCCCCC1.[N:15]1([CH:23]2[CH2:30][CH2:29][CH2:28][CH2:27][CH2:26][CH2:25][CH2:24]2)[CH2:22][CH2:21][CH2:20][CH2:19][CH2:18]CC1>>[CH:23]1([CH:30]2[CH2:29][CH2:28][CH2:27][CH2:26][CH2:25][CH2:24]2)[CH2:18][CH2:19][CH2:20][CH2:21][CH2:22][NH:15]1. Procedure details: E, EI, EII and EIII individually represent hydrogen, alkyl (e.g., straight chain or branched alkyl including C1-C8, preferably C1-C5, such as methyl, ethyl, or isopropyl), substituted alkyl, halo substituted alkyl (e.g., straight chain or branched alkyl including C1-C8, preferably C1-C5, such as trifluoromethyl or trichloromethyl), cycloalkyl, substituted cycloalkyl, heterocyclyl, substituted heterocyclyl, aryl, substituted aryl, alkylaryl, substituted alkylaryl, arylalkyl or substituted arylalk... The reactants are CO, O=C(O)c1cc2c([N+](=O)[O-])cccc2cn1. Product: Nc1cccc2cnc(C(=O)O)cc12. As a reaction SMILES: [CH3:17][OH:18].[N+:1]([O-:2])(=[O:3])[c:4]1[c:5]2[cH:6][c:7]([C:14](=[O:15])[OH:16])[n:8][cH:9][c:10]2[cH:11][cH:12][cH:13]1>>[NH2:1][c:4]1[c:5]2[cH:6][c:7]([C:14](=[O:15])[OH:16])[n:8][cH:9][c:10]2[cH:11][cH:12][cH:13]1. Starting materials: C(C)(C)(C)OC(=O)NCC1CN(CC1)CCCCCN (5-(3-tert-Butoxycarbonylaminomethylpyrrolidin-1-yl)pentylamine), CN=C=O (methyl isocyanate), NC1=CC(=C(C(=O)O)C=C1Cl)OC (4-amino-5-chloro-2-methoxybenzoic acid). The product is NC1=CC(=C(C(=O)NCC2CN(CC2)CCCCCNC(=O)NC)C=C1Cl)OC (4-amino-5-chloro-2-methoxy-N-(1-(5-(3-methylureido)pentyl)pyrrolidin-3-ylmethyl)-benzamide). RXN SMILES: C(O[C:6]([NH:8][CH2:9][CH:10]1[CH2:14][CH2:13][N:12]([CH2:15][CH2:16][CH2:17][CH2:18][CH2:19][NH2:20])[CH2:11]1)=[O:7])(C)(C)C.[CH3:21][N:22]=[C:23]=[O:24].[NH2:25][C:26]1[C:34]([Cl:35])=[CH:33][C:29](C(O)=O)=[C:28]([O:36][CH3:37])[CH:27]=1>>[NH2:25][C:26]1[C:34]([Cl:35])=[CH:33][C:29]([C:6]([NH:8][CH2:9][CH:10]2[CH2:14][CH2:13][N:12]([CH2:15][CH2:16][CH2:17][CH2:18][CH2:19][NH:20][C:23]([NH:22][CH3:21])=[O:24])[CH2:11]2)=[O:7])=[C:28]([O:36][CH3:37])[CH:27]=1. Procedure: 5-(3-tert-Butoxycarbonylaminomethylpyrrolidin-1-yl)pentylamine (0.84 g) as starting compound was reacted and treated in the same manner as in Example 34 using methyl isocyanate (0.26 ml) and 4-amino-5-chloro-2-methoxybenzoic acid (0.58 g) to give 4-amino-5-chloro-2-methoxy-N-(1-(5-(3-methylureido)pentyl)pyrrolidin-3-ylmethyl)-benzamide. Reported procedure: Stir ((S)-2-{3-[4-(4-cyano-phenyl)-pyrazol-1-ylmethyl]-benzoylamino}-4,5,6,7-tetrahydro-benzothiazol-6-yl)-carbamic acid tert-butyl ester (0.38 g, 0.69 mmol) in 2 mL CH2Cl2 and 2 mL TFA for 3 h in a capped flask. Concentrate the reaction and bring to alkaline pH with aq. Na2CO3. Triturate the residue with CH2Cl2 and filter the product to give 0.23 g 75% yield of N—((S)-6-amino-4,5,6,7-tetrahydro-benzothiazol-2-yl)-3-[4-(4-cyano-phenyl)-pyrazol-1-ylmethyl]-benzamide as a beige solid. MS, ES+ 455.... The reactants are C(C)(C)(C)OC(N[C@@H]1CC2=C(N=C(S2)NC(C2=CC(=CC=C2)CN2N=CC(=C2)C2=CC=C(C=C2)C#N)=O)CC1)=O (((S)-2-{3-[4-(4-cyano-phenyl)-pyrazol-1-ylmethyl]-benzoylamino}-4,5,6,7-tetrahydro-benzothiazol-6-yl)-carbamic acid tert-butyl ester), C(=O)([O-])[O-].[Na+].[Na+] (Na2CO3). The product is N[C@@H]1CC2=C(N=C(S2)NC(C2=CC(=CC=C2)CN2N=CC(=C2)C2=CC=C(C=C2)C#N)=O)CC1 (N—((S)-6-amino-4,5,6,7-tetrahydro-benzothiazol-2-yl)-3-[4-(4-cyano-phenyl)-pyrazol-1-ylmethyl]-benzamide). Yield: 73.3%. As a reaction SMILES: C(OC(=O)[NH:7][C@H:8]1[CH2:39][CH2:38][C:11]2[N:12]=[C:13]([NH:15][C:16](=[O:37])[C:17]3[CH:22]=[CH:21][CH:20]=[C:19]([CH2:23][N:24]4[CH:28]=[C:27]([C:29]5[CH:34]=[CH:33][C:32]([C:35]#[N:36])=[CH:31][CH:30]=5)[CH:26]=[N:25]4)[CH:18]=3)[S:14][C:10]=2[CH2:9]1)(C)(C)C.C([O-])([O-])=O.[Na+].[Na+]>C(Cl)Cl.C(O)(C(F)(F)F)=O>[NH2:7][C@H:8]1[CH2:39][CH2:38][C:11]2[N:12]=[C:13]([NH:15][C:16](=[O:37])[C:17]3[CH:22]=[CH:21][CH:20]=[C:19]([CH2:23][N:24]4[CH:28]=[C:27]([C:29]5[CH:30]=[CH:31][C:32]([C:35]#[N:36])=[CH:33][CH:34]=5)[CH:26]=[N:25]4)[CH:18]=3)[S:14][C:10]=2[CH2:9]1 |f:1.2.3|. The solvent is C(Cl)Cl (CH2Cl2), C(=O)(C(F)(F)F)O (TFA). The reactants are C(C)(C)(C)C=1C=C(CC2(C(CCCC2)=O)C)C=C(C1O)C(C)(C)C (2-(3,5-Ditert.butyl-4-hydroxybenzyl)-2-methyl-cyclohexanone), CC(=O)C(C)C (isopropyl methyl ketone). Yields the product C(C)(C)(C)C=1C=C(CC(C)(C)C(=O)C)C=C(C1O)C(C)(C)C (methyl [1-(3,5-ditert.-butyl-4-hydroxybenzyl)-isopropyl] ketone). The yield is 65.0%. RXN SMILES: [C:1]([C:5]1[CH:6]=[C:7]([CH:17]=[C:18]([C:21]([CH3:24])([CH3:23])[CH3:22])[C:19]=1[OH:20])[CH2:8][C:9]1([CH3:16])[CH2:14]CC[CH2:11][C:10]1=[O:15])([CH3:4])([CH3:3])[CH3:2].CC(C(C)C)=O>>[C:21]([C:18]1[CH:17]=[C:7]([CH:6]=[C:5]([C:1]([CH3:4])([CH3:3])[CH3:2])[C:19]=1[OH:20])[CH2:8][C:9]([C:10]([CH3:11])=[O:15])([CH3:14])[CH3:16])([CH3:22])([CH3:23])[CH3:24]. Procedure: If, in this example, the 2-methylcyclohexanone is replaced by an equivalent quantity of isopropyl methyl ketone, an otherwise identical procedure gives methyl [1-(3,5-ditert.-butyl-4-hydroxybenzyl)-isopropyl] ketone, melting point 75° C., in a yield of 65%. Reactants: BrCC(CCCCCO)O (7-bromo-6-hydroxy-1-heptanol), O1CCCC=C1 (dihydropyran). Reagents/catalysts: S(=O)(=O)([O-])C1=CC=C(C)C=C1.[NH+]1=CC=CC=C1 (pyridinium tosylate). Run in CCOCC (ether), C(Cl)Cl (methylene chloride). Run at time 20 hour. Yields the product O1C(CCCCCO)C1 (6,7-Epoxy-1-heptanol). The yield is 225.1%. RXN SMILES: Br[CH2:2][CH:3]([OH:10])[CH2:4][CH2:5][CH2:6][CH2:7][CH2:8][OH:9].O1C=CCCC1>C(Cl)Cl.CCOCC.S(C1C=CC(C)=CC=1)([O-])(=O)=O.[NH+]1C=CC=CC=1>[O:10]1[CH2:2][CH:3]1[CH2:4][CH2:5][CH2:6][CH2:7][CH2:8][OH:9] |f:4.5|. Reported procedure: A solution of 4 (123 mg, 0.58 mmol) and dihydropyran (0.22 mL, 2.33 mmol) in methylene chloride (2 mL) containing pyridinium tosylate (25 mg, 0.1 mmol) was stirred at room temperature for 20 hours. It was diluted with ether and washed with saturated aqueous sodium chloride. The separated aqueous layer was extracted once with ether and the combined ether layer was dried over magnesium sulfate. The crude product was purified on a silica gel column to give 170 mg of 7-bromo-1,6-bistetrahydropyranyl... Starting materials: BrC=1C=C2C(=CC1)OCC[C@@]21N=C(OCC1(F)F)N ((R)-6-bromo-5′,5′-difluoro-5′,6′-dihydrospiro[chroman-4,4′-[1,3]oxazin]-2′-amine), ClC=1C=C(C=C(C1)Cl)B(O)O (3,5-dichlorophenylboronic acid). The product is ClC=1C=C(C=C(C1)Cl)C=1C=C2C(=CC1)OCC[C@@]21N=C(OCC1(F)F)N ((R)-6-(3,5-dichlorophenyl)-5′,5′-difluoro-5′,6′-dihydrospiro[chroman-4,4′-[1,3]oxazin]-2′-amine). Yield: 58.0%. As a reaction SMILES: Br[C:2]1[CH:3]=[C:4]2[C@@:11]3([C:16]([F:18])([F:17])[CH2:15][O:14][C:13]([NH2:19])=[N:12]3)[CH2:10][CH2:9][O:8][C:5]2=[CH:6][CH:7]=1.[Cl:20][C:21]1[CH:22]=[C:23](B(O)O)[CH:24]=[C:25]([Cl:27])[CH:26]=1>>[Cl:20][C:21]1[CH:22]=[C:23]([C:2]2[CH:3]=[C:4]3[C@@:11]4([C:16]([F:18])([F:17])[CH2:15][O:14][C:13]([NH2:19])=[N:12]4)[CH2:10][CH2:9][O:8][C:5]3=[CH:6][CH:7]=2)[CH:24]=[C:25]([Cl:27])[CH:26]=1. Procedure: In a manner analogous to that described in Example 19, the cross coupling reaction of (R)-6-bromo-5′,5′-difluoro-5′,6′-dihydrospiro[chroman-4,4′-[1,3]oxazin]-2′-amine (intermediate B6.1) with 3,5-dichlorophenylboronic acid yielded the title compound (58% yield) as a pale yellow solid. MS (ISP): m/z=399.1 [M+H]+.